describe an organic reaction: reactants, conditions, products, and yield From a dataset of the Open Reaction Database (ORD), a public repository of structured organic reaction records. RXN SMILES: [C:1]([C:4]1[C:12]2[N:11]=[C:10]([C:13]3[S:17][C:16]([C@H:18]4[CH2:22][CH2:21][CH2:20][N:19]4C(OC(C)(C)C)=O)=[CH:15][CH:14]=3)[NH:9][C:8]=2[CH:7]=[CH:6][CH:5]=1)(=[O:3])[NH2:2]>C(O)(C(F)(F)F)=O>[NH:19]1[CH2:20][CH2:21][CH2:22][C@@H:18]1[C:16]1[S:17][C:13]([C:10]2[NH:9][C:8]3[CH:7]=[CH:6][CH:5]=[C:4]([C:1]([NH2:2])=[O:3])[C:12]=3[N:11]=2)=[CH:14][CH:15]=1. The product is N1[C@H](CCC1)C1=CC=C(S1)C1=NC2=C(N1)C=CC=C2C(=O)N (2-(5-((2R)-pyrrolidin-2-yl)thien-2-yl)-1H-benzimidazole-4-carboxamide). Procedure: A solution of EXAMPLE 16C (2.2 g) in TFA (50 mL) was stirred at ambient temperature for 30 minutes. After concentration, the concentrate was purified by HPLC (Zorbax, C-18, Mobile phase A: 0.1% TFA in water; B: 0.1% TFA in acetonitrile; 0-100% gradient). 1H NMR (CD3OD) δ 2.19-2.29 (m, 1H), 2.28-2.41 (m, 2H), 2.55-2.67 (m, 1H), 3.43-3.56 (m, 2H), 5.01 (dd, J=9.3, 6.9 Hz, 1H), 7.36 (d, J=3.7 Hz, 1H), 7.39 (d, J=4.6 Hz, 1H), 7.71 (d, J=7.6 Hz, 1H), 7.79 (d, J=3.7 Hz, 1H), 7.93 (d, J=7.6 Hz, 1H). Run in C(=O)(C(F)(F)F)O (TFA). The reactants are C(N)(=O)C1=CC=CC=2NC(=NC21)C2=CC=C(S2)[C@@H]2N(CCC2)C(=O)OC(C)(C)C ((R)-tert-butyl 2-(5-(4-carbamoyl-1H-benzimidazol-2-yl)thiophen-2-yl)pyrrolidine-1-carboxylate). Starting materials: CC(C)N1CCC(Oc2ccc3c(c2)cc2n3C(C)CNC2=O)CC1, ClCc1cccnc1, Cl, [H-], [Na+]. The product is CC(C)N1CCC(Oc2ccc3c(c2)cc2n3C(C)CN(Cc3cccnc3)C2=O)CC1. Reaction SMILES: [CH:1]([CH3:2])([CH3:3])[N:4]1[CH2:5][CH2:6][CH:7]([O:10][c:11]2[cH:12][c:13]3[cH:14][c:15]4[n:16]([c:17]3[cH:18][cH:19]2)[CH:20]([CH3:25])[CH2:21][NH:22][C:23]4=[O:24])[CH2:8][CH2:9]1.[Cl:29][CH2:30][c:31]1[cH:32][n:33][cH:34][cH:35][cH:36]1.[ClH:28].[H-:26].[Na+:27]>>[CH:1]([CH3:2])([CH3:3])[N:4]1[CH2:5][CH2:6][CH:7]([O:10][c:11]2[cH:12][c:13]3[cH:14][c:15]4[n:16]([c:17]3[cH:18][cH:19]2)[CH:20]([CH3:25])[CH2:21][N:22]([CH2:30][c:31]2[cH:32][n:33][cH:34][cH:35][cH:36]2)[C:23]4=[O:24])[CH2:8][CH2:9]1. Product: Cl.C(CCCCCCCCCC)NC=1NC(=NC(N1)(C)C)NCC1=CC=C(C=C1)O (4-Undecylamino-3,6-dihydro-6,6-dimethyl-2-(4′-hydroxybenzylamino)-1,3,5-triazine hydrochloride). As a reaction SMILES: CO.[ClH:3].Cl.Cl.[OH:6][C:7]1[CH:31]=[CH:30][C:10]([CH2:11][NH:12][C:13]([NH:15][C:16]([NH:18][CH2:19][CH2:20][CH2:21][CH2:22][CH2:23][CH2:24][CH2:25][CH2:26][CH2:27][CH2:28][CH3:29])=[NH:17])=[NH:14])=[CH:9][CH:8]=1.[CH3:32][C:33]([CH3:35])=O>>[ClH:3].[CH2:19]([NH:18][C:16]1[NH:15][C:13]([NH:12][CH2:11][C:10]2[CH:9]=[CH:8][C:7]([OH:6])=[CH:31][CH:30]=2)=[N:14][C:33]([CH3:35])([CH3:32])[N:17]=1)[CH2:20][CH2:21][CH2:22][CH2:23][CH2:24][CH2:25][CH2:26][CH2:27][CH2:28][CH3:29] |f:2.3.4,6.7|. Procedure details: 25 ml of methanol, 40 ml of acetone and 0.1 ml of concentrated hydrochloric acid were added to 2.0 g (4.5 mmol) of N1-(4-hydroxybenzyl)-N5-undecyl-biguanide dihydrochloride, and the mixture was refluxed for 24 hours. The solvent was distilled off under reduced pressure, and the residue was purified by silica gel column chromatography (elution with a mixture of chloroform and methanol (8:1.5)), and then recrystallized with 80% aqueous acetonitrile to obtain 0.73 g of colorless crystals having a m... The reactants are CO (methanol), Cl (hydrochloric acid), Cl.Cl.OC1=CC=C(CNC(=N)NC(=N)NCCCCCCCCCCC)C=C1 (N1-(4-hydroxybenzyl)-N5-undecyl-biguanide dihydrochloride), CC(=O)C (acetone). Starting materials: CN1CCCC1=O, CCOC(C)=O, N#Cc1ccc(Cl)c([N+](=O)[O-])c1, [Cs+], [F-], O, OB(O)c1ccccc1, Cl[Pd]Cl, c1ccc(P(c2ccccc2)c2ccccc2)cc1, c1ccc(P(c2ccccc2)c2ccccc2)cc1. Yields the product N#Cc1ccc(-c2ccccc2)c([N+](=O)[O-])c1. RXN SMILES: [CH3:1][N:2]1[CH2:3][CH2:4][CH2:5][C:6]1=[O:7].[CH3:31][CH2:32][O:33][C:34](=[O:35])[CH3:36].[Cl:8][c:9]1[c:10]([N+:17](=[O:18])[O-:19])[cH:11][c:12]([C:13]#[N:14])[cH:15][cH:16]1.[Cs+:30].[F-:29].[OH2:37].[OH:20][B:21]([OH:22])[c:23]1[cH:24][cH:25][cH:26][cH:27][cH:28]1.[Pd:38]([Cl:39])[Cl:40].[c:41]1([P:42]([c:43]2[cH:44][cH:45][cH:46][cH:47][cH:48]2)[c:49]2[cH:50][cH:51][cH:52][cH:53][cH:54]2)[cH:55][cH:56][cH:57][cH:58][cH:59]1.[c:60]1([P:61]([c:62]2[cH:63][cH:64][cH:65][cH:66][cH:67]2)[c:68]2[cH:69][cH:70][cH:71][cH:72][cH:73]2)[cH:74][cH:75][cH:76][cH:77][cH:78]1>>[c:9]1(-[c:23]2[cH:24][cH:25][cH:26][cH:27][cH:28]2)[c:10]([N+:17](=[O:18])[O-:19])[cH:11][c:12]([C:13]#[N:14])[cH:15][cH:16]1. Reactants: CC1=CC=C(O1)CCC(=O)Cl (3-(5-Methyl-furan-2-yl)-propionyl chloride), C(C)(C)(C)OC(=O)NC(C(=O)O)CC=1OC(=CC1)C (2-(tert-butoxycarbonylamino)-3-(5-methyl-furan-2-yl)-propionic acid), amino acid. Yields the product C(C)(C)(C)OC(=O)N[C@H](C(=O)O)CC=1OC(=CC1)C ((S)2-(tert-Butoxycarbonylamino)-3-(5-methyl-furan-2-yl)-propionic Acid). Reaction SMILES: CC1OC(CCC(Cl)=O)=CC=1.[C:12]([O:16][C:17]([NH:19][CH:20]([CH2:24][C:25]1[O:26][C:27]([CH3:30])=[CH:28][CH:29]=1)[C:21]([OH:23])=[O:22])=[O:18])([CH3:15])([CH3:14])[CH3:13]>>[C:12]([O:16][C:17]([NH:19][C@@H:20]([CH2:24][C:25]1[O:26][C:27]([CH3:30])=[CH:28][CH:29]=1)[C:21]([OH:23])=[O:22])=[O:18])([CH3:15])([CH3:14])[CH3:13]. Procedure details: 3-(5-Methyl-furan-2-yl)-propionyl chloride (H. Kotsuki et al., Bull. Chem. Soc. Jpn., 1984, 57, 3339) is converted to (S) 2-(tert-butoxycarbonylamino)-3-(5-methyl-furan-2-yl)-propionic acid according to the Evans amino acid protocol (J. Am. Chem. Soc. 1990, 112, 4011). Starting materials: C1CCOC1, CC1Cc2c(cccc2-c2ccccn2)C1=O, CO, Cl. Yields the product CC1=Cc2cccc(-c3ccccn3)c2C1. Reaction SMILES: [CH2:19]1[O:20][CH2:21][CH2:22][CH2:23]1.[CH3:1][CH:2]1[C:3](=[O:17])[c:4]2[cH:5][cH:6][cH:7][c:8](-[c:11]3[n:12][cH:13][cH:14][cH:15][cH:16]3)[c:9]2[CH2:10]1.[CH3:24][OH:25].[ClH:18]>>[CH3:1][C:2]1=[CH:3][c:4]2[cH:5][cH:6][cH:7][c:8](-[c:11]3[n:12][cH:13][cH:14][cH:15][cH:16]3)[c:9]2[CH2:10]1.